This data is from the Open Reaction Database (ORD), a public repository of structured organic reaction records. The task is: describe an organic reaction: reactants, conditions, products, and yield Reactants: C(C)(C)(C)OC([C@H]1N(CCC1)C([C@@H](N[C@@H](CC(=O)C1=CC=CC=C1)C(=O)OCC)C)=O)=O (N-[1-(S)-ethoxycarbonyl-3-phenyl-3-oxo-propyl]-(S)-alanyl-(S)-proline-t - butylester). The reagents and catalysts are [Pd] (palladium-on-charcoal). Solvent: C(C)O (ethanol). Product: C(C)(C)(C)OC([C@H]1N(CCC1)C([C@@H](N[C@@H](C[C@@H](O)C1=CC=CC=C1)C(=O)OCC)C)=O)=O (N-[1-(S)-ethoxycarbonyl-3-phenyl-3(R)-hydroxypropyl]-(S)-alanyl-(S)-proline-t-butylester). RXN SMILES: [C:1]([O:5][C:6](=[O:32])[C@@H:7]1[CH2:11][CH2:10][CH2:9][N:8]1[C:12](=[O:31])[C@H:13]([CH3:30])[NH:14][C@H:15]([C:25]([O:27][CH2:28][CH3:29])=[O:26])[CH2:16][C:17]([C:19]1[CH:24]=[CH:23][CH:22]=[CH:21][CH:20]=1)=[O:18])([CH3:4])([CH3:3])[CH3:2]>C(O)C.[Pd]>[C:1]([O:5][C:6](=[O:32])[C@@H:7]1[CH2:11][CH2:10][CH2:9][N:8]1[C:12](=[O:31])[C@H:13]([CH3:30])[NH:14][C@H:15]([C:25]([O:27][CH2:28][CH3:29])=[O:26])[CH2:16][C@H:17]([C:19]1[CH:20]=[CH:21][CH:22]=[CH:23][CH:24]=1)[OH:18])([CH3:2])([CH3:3])[CH3:4]. Procedure: 13.4 g (30 mmoles) of N-[1-(S)-ethoxycarbonyl-3-phenyl-3-oxo-propyl]-(S)-alanyl-(S)-proline-t - butylester are dissolved in 120 ml of ethanol and hydrogenated in the presence of 1.5 g of 10% palladium-on-charcoal catalyst at room temperature. After the uptake of the theoretically needed hydrogen (720 ml), the catalyst is filtered off. A mixture of N-[1-(S)-ethoxycarbonyl-3-phenyl-3(S)-hydroxypropyl]-(S)-alanyl-(S)-proline-t-butylester and N-[1-(S)-ethoxycarbonyl-3-phenyl-3(R)-hydroxypropyl]-(S)-... The product is FC=1C=NC(=NC1)C1=CC=C(C=C1)O (4-(5-Fluoro-pyrimidin-2-yl)-phenol). Yield: 42.0%. Procedure: The title compound was prepared according to the method described for Preparation 17 using 4-hydroxybenzene boronic acid and 2-chloro-5-fluoro-pyrimidine to afford the title compound as a white solid (575 mg, 42%) The reactants are OC1=CC=C(C=C1)B(O)O (4-hydroxybenzene boronic acid), ClC1=NC=C(C=N1)F (2-chloro-5-fluoro-pyrimidine). RXN SMILES: [OH:1][C:2]1[CH:7]=[CH:6][C:5](B(O)O)=[CH:4][CH:3]=1.Cl[C:12]1[N:17]=[CH:16][C:15]([F:18])=[CH:14][N:13]=1>>[F:18][C:15]1[CH:14]=[N:13][C:12]([C:5]2[CH:6]=[CH:7][C:2]([OH:1])=[CH:3][CH:4]=2)=[N:17][CH:16]=1. Reactants: COC1=CC=C(OCC2OC2)C=C1 ([(4-methoxyphenoxy)methyl]oxirane), Br.Br.FC1=CC=C(C=C1)CN1C(=NC2=C1C=CC=C2)NC2CCNCC2 (1-[(4-fluorophenyl)methyl]-N-(4-piperidinyl)-1H-benzimidazol-2-amine dihydrobromide), C([O-])([O-])=O.[Na+].[Na+] (sodium carbonate), CO (methanol). Run in C1=CC=CC=C1 (benzene). The product is FC1=CC=C(C=C1)CN1C(=NC2=C1C=CC=C2)NC2CCN(CC2)CC(O)COC2=CC=C(C=C2)OC (4-[1-(4-fluorophenylmethyl)-1H-benzimidazol-2-ylamino]-α-(4-methoxyphenoxymethyl)-1-piperidineethanol). The yield is 51.0%. Reaction SMILES: [CH3:1][O:2][C:3]1[CH:13]=[CH:12][C:6]([O:7][CH2:8][CH:9]2[CH2:11][O:10]2)=[CH:5][CH:4]=1.Br.Br.[F:16][C:17]1[CH:22]=[CH:21][C:20]([CH2:23][N:24]2[C:28]3[CH:29]=[CH:30][CH:31]=[CH:32][C:27]=3[N:26]=[C:25]2[NH:33][CH:34]2[CH2:39][CH2:38][NH:37][CH2:36][CH2:35]2)=[CH:19][CH:18]=1.C(=O)([O-])[O-].[Na+].[Na+].CO>C1C=CC=CC=1>[F:16][C:17]1[CH:22]=[CH:21][C:20]([CH2:23][N:24]2[C:28]3[CH:29]=[CH:30][CH:31]=[CH:32][C:27]=3[N:26]=[C:25]2[NH:33][CH:34]2[CH2:35][CH2:36][N:37]([CH2:11][CH:9]([CH2:8][O:7][C:6]3[CH:12]=[CH:13][C:3]([O:2][CH3:1])=[CH:4][CH:5]=3)[OH:10])[CH2:38][CH2:39]2)=[CH:19][CH:18]=1 |f:1.2.3,4.5.6|. Procedure: A mixture of 3.6 parts of [(4-methoxyphenoxy)methyl]oxirane, 4.9 parts of 1-[(4-fluorophenyl)methyl]-N-(4-piperidinyl)-1H-benzimidazol-2-amine dihydrobromide, 2.1 parts of sodium carbonate, 40 parts of methanol and 90 parts of benzene is stirred and refluxed overnight. The reaction mixture is filtered and the filtrate is evaporated. The residue is crystallized from a mixture of 2-propanone and 2,2'-oxybispropane. The product is filtered off and dried, yielding 2.6 parts (51%) of 4-[1-(4-fluoroph... The reactants are COC(=O)C1=CC=CC=2C3CN(CC(C(C12)=O)C3)CC=C (11-Allyl-8-oxo-11-aza-tricyclo[7.3.1.02,7]trideca-2(7),3,5-triene-6-carboxylic acid methyl ester), [BH4-].[Na+] (NaBH4). Solvent: C(C)O (ethanol). Conditions: time 18 hour. Yields the product C(C=C)N1CC2C(C3=C(C=CC=C3C(C1)C2)CO)O (11-Allyl-6-hydroxymethyl-11-aza-tricyclo[7.3.1.02,7]trideca-2,4,6-trien-8-ol). Yield: 86.8%. Reaction SMILES: C[O:2][C:3]([C:5]1[C:16]2[C:15](=[O:17])[CH:14]3[CH2:18][CH:10]([CH2:11][N:12]([CH2:19][CH:20]=[CH2:21])[CH2:13]3)[C:9]=2[CH:8]=[CH:7][CH:6]=1)=O.[BH4-].[Na+]>C(O)C>[CH2:19]([N:12]1[CH2:11][CH:10]2[CH2:18][CH:14]([CH:15]([OH:17])[C:16]3[C:9]2=[CH:8][CH:7]=[CH:6][C:5]=3[CH2:3][OH:2])[CH2:13]1)[CH:20]=[CH2:21] |f:1.2|. Procedure details: 11-Allyl-8-oxo-11-aza-tricyclo[7.3.1.02,7]trideca-2(7),3,5-triene-6-carboxylic acid methyl ester (109 mg, 0.40 mmol) was stirred in ethanol (10 mL) and treated with NaBH4 (15 mg, 0.40 mmol). After 18 h, the reaction mixture was concentrated and treated with 1N HCl (50 mL) with stirring. After 30 min., the aqueous layer was extracted with Et2O (3×50 mL), basified with saturated aqueous Na2CO3 solution and extracted with EtOAc (3×50 mL). The organic layer was washed with saturated aqueous NaHCO3 s... The reactants are BrC1=CNC2=CC=NC=C12 (3-bromo-5-azaindole), BrC1=CNC2=CC=NC=C12 (3-bromo-5-azaindole), CN(C)C1=NC=CC=C1 (dimethylaminopyridine), O(C(=O)OC(C)(C)C)C(=O)OC(C)(C)C (BOC2O). Solvent: C1CCOC1 (THF). The product is C(=O)(OC(C)(C)C)N1C=C(C2=CN=CC=C12)Br (N-BOC-3-bromo-5-azaindole). The yield is 122.4%. RXN SMILES: [Br:1][C:2]1[C:10]2[C:5](=[CH:6][CH:7]=[N:8][CH:9]=2)[NH:4][CH:3]=1.CN(C1C=CC=CN=1)C.[O:20](C(OC(C)(C)C)=O)[C:21]([O:23][C:24]([CH3:27])([CH3:26])[CH3:25])=O>C1COCC1>[C:21]([N:4]1[C:5]2[C:10](=[CH:9][N:8]=[CH:7][CH:6]=2)[C:2]([Br:1])=[CH:3]1)([O:23][C:24]([CH3:27])([CH3:26])[CH3:25])=[O:20]. Reported procedure: Referring now to the Scheme 1 as shown in FIG. 1, a solution of 3.5601 g (18.06 mmol) of 3-bromo-5-azaindole (2) and 0.4651 g (3.8 mmol, 21 mol %) of dimethylaminopyridine (DMAP) in 80 mL of THF was placed in a 250 mL three-neck round-bottom flask equipped with a magnetic stirrer, thermocouple, nitrogen bleed, and cooling ice bath. A total of 4.7769 g (21.88 mmol, 1.2 eq.) of BOC2O was added to the flask at 17° C., and the resulting mixture was stirred until starting 3-bromo-5-azaindole disappea... The reactants are COc1cc(N2CCN(C(=O)Cn3nc(Br)c(Cl)c3C)CC2)ccc1Cl, C1CCNC1, CO, CCOC(C)=O, CN(C)C=O, O=C(C=Cc1ccccc1)C=Cc1ccccc1, O=C(C=Cc1ccccc1)C=Cc1ccccc1, O=C(C=Cc1ccccc1)C=Cc1ccccc1, [Pd], [Pd]. The product is COc1cc(N2CCN(C(=O)Cn3ncc(Cl)c3C)CC2)ccc1Cl. Reaction SMILES: [Br:1][c:2]1[n:3][n:4]([CH2:9][C:10](=[O:11])[N:12]2[CH2:13][CH2:14][N:15]([c:18]3[cH:19][c:20]([O:25][CH3:26])[c:21]([Cl:24])[cH:22][cH:23]3)[CH2:16][CH2:17]2)[c:5]([CH3:8])[c:6]1[Cl:7].[CH2:27]1[CH2:28][NH:29][CH2:30][CH2:31]1.[CH3:32][OH:33].[CH3:34][CH2:35][O:36][C:37]([CH3:38])=[O:39].[O:40]=[CH:41][N:42]([CH3:43])[CH3:44].[O:47]=[C:48]([CH:49]=[CH:50][c:51]1[cH:52][cH:53][cH:54][cH:55][cH:56]1)[CH:57]=[CH:58][c:59]1[cH:60][cH:61][cH:62][cH:63][cH:64]1.[O:65]=[C:66]([CH:67]=[CH:68][c:69]1[cH:70][cH:71][cH:72][cH:73][cH:74]1)[CH:75]=[CH:76][c:77]1[cH:78][cH:79][cH:80][cH:81][cH:82]1.[O:83]=[C:84]([CH:85]=[CH:86][c:87]1[cH:88][cH:89][cH:90][cH:91][cH:92]1)[CH:93]=[CH:94][c:95]1[cH:96][cH:97][cH:98][cH:99][cH:100]1.[Pd:45].[Pd:46]>>[cH:2]1[n:3][n:4]([CH2:9][C:10](=[O:11])[N:12]2[CH2:13][CH2:14][N:15]([c:18]3[cH:19][c:20]([O:25][CH3:26])[c:21]([Cl:24])[cH:22][cH:23]3)[CH2:16][CH2:17]2)[c:5]([CH3:8])[c:6]1[Cl:7]. Reactants: C1(CC=CC1)C(=O)O (cyclopent-3-enecarboxylic acid), S(=O)(Cl)Cl (sulfurous dichloride), C(C)O (ethanol). Reaction conditions: time 8 hour. Yields the product C1(CC=CC1)C(=O)OCC (Ethyl cyclopent-3-enecarboxylate). Yield: 54.0%. RXN SMILES: [CH:1]1([C:6]([OH:8])=[O:7])[CH2:5][CH:4]=[CH:3][CH2:2]1.S(Cl)(Cl)=O.[CH2:13](O)[CH3:14]>>[CH:1]1([C:6]([O:8][CH2:13][CH3:14])=[O:7])[CH2:5][CH:4]=[CH:3][CH2:2]1. Procedure details: To a stirred solution of cyclopent-3-enecarboxylic acid (10 g, 89.3 mmol) in anhydrous ethanol (30 mL) was added sulfurous dichloride (15.9 g, 134 mmol) at 0° C. The reaction mixture was stirred at room temperature overnight and then concentrated. The residue was poured into water. The resulting mixture was extracted with ethyl acetate (3×100 mL). The combined organic layers were washed with brine, dried over anhydrous sodium sulfate and filtered. The filtrate was concentrated and the residue wa... The solvent is C1CCOC1 (THF), C1CCOC1 (THF), hexanes. Starting materials: C1(=CC=CC=C1)CCN1CCC(CC1)C(=O)OCC (1-(2-phenylethyl)-4-carboethoxypiperidine), C(C)(C)NC(C)C (diisopropylamine), C(CCC)[Li] (n-butyllithium), IC (iodomethane). RXN SMILES: [CH:1](NC(C)C)(C)C.C([Li])CCC.[C:13]1([CH2:19][CH2:20][N:21]2[CH2:26][CH2:25][CH:24]([C:27]([O:29][CH2:30][CH3:31])=[O:28])[CH2:23][CH2:22]2)[CH:18]=[CH:17][CH:16]=[CH:15][CH:14]=1.IC>C1COCC1>[C:13]1([CH2:19][CH2:20][N:21]2[CH2:26][CH2:25][C:24]([CH3:1])([C:27]([O:29][CH2:30][CH3:31])=[O:28])[CH2:23][CH2:22]2)[CH:14]=[CH:15][CH:16]=[CH:17][CH:18]=1. Product: C1(=CC=CC=C1)CCN1CCC(CC1)(C(=O)OCC)C (1-(2-phenylethyl)-4-methyl-4-carboethoxypiperidine). Reported procedure: To 2.64 mL (18.9 mmol) of diisopropylamine in 30 mL of dry THF at -78° was added 6.9 mL (17.3 mmol) of 2.5 M n-butyllithium in hexanes. The mixture was allowed to warm to room temperature and then was cooled once again to -78°. To the stirred solution was added 4.11 g (15.7 mmol) of 1-(2-phenylethyl)-4-carboethoxypiperidine in 25 mL of dry THF. The mixture was allowed to warm to -40° and 0.98 mL (15.7 mmol) of iodomethane was added to the reaction mixture. The mixture was stirred at -40° for 15 ... Isolated yield 85.6%. Reaction conditions: time 15 minute. RXN SMILES: [CH:1]1([C:4]2[CH:9]=[C:8]([O:10][CH3:11])[CH:7]=[C:6]([O:12][CH3:13])[CH:5]=2)[CH2:3][CH2:2]1.CN(CCN(C)C)C.C([Li])CCC.[B:27](OC)([O:30]C)[O:28]C.[Cl-].[NH4+]>O1CCCC1>[CH:1]1([C:4]2[CH:5]=[C:6]([O:12][CH3:13])[C:7]([B:27]([OH:30])[OH:28])=[C:8]([O:10][CH3:11])[CH:9]=2)[CH2:3][CH2:2]1 |f:4.5|. Run at time 2 hour. The reactants are B(OC)(OC)OC (trimethyl borate), [Cl-].[NH4+] (ammonium chloride), C1(CC1)C1=CC(=CC(=C1)OC)OC (1-cyclopropyl-3,5-dimethoxybenzene), CN(C)CCN(C)C (N,N,N,N-tetramethylethylenediamine), C(CCC)[Li] (n-butyllithium). The solvent is O1CCCC1 (tetrahydrofuran). Reported procedure: To a tetrahydrofuran (45 ml) solution of 1-cyclopropyl-3,5-dimethoxybenzene (1.59 g, 8.92 mmol) was added N,N,N,N-tetramethylethylenediamine (2.01 ml, 13.4 mmol) at room temperature and 2.77M n-butyllithium (4.83 ml, 13.4 mmol) was added dropwise at −78° C., and the mixture was stirred at room temperature for two hours. The temperature was returned to −78° C. again, trimethyl borate (1.49 ml, 13.4 mmol) was added dropwise and warmed to room temperature, and the mixture was stirred for 13 hours. ... Product: C1(CC1)C1=CC(=C(C(=C1)OC)B(O)O)OC ((4-Cyclopropyl-2,6-dimethoxyphenyl)boronic acid). Yield: 68.6%. Starting materials: FC(C(C(F)(F)F)(O)C1=CC=C(C=C1)CN1CCC(CC1)=CC1=CC=C(C=C1)[N+](=O)[O-])(F)F (1,1,1,3,3,3-hexafluoro-2-(4-((4-(4-nitrobenzylidene)piperidin-1-yl)methyl)phenyl)propan-2-ol), [H][H] (hydrogen). The reagents and catalysts are [Pd] (palladium on carbon). Solvent: C(C)(=O)OCC (ethyl acetate). Product: NC1=CC=C(CC2CCN(CC2)CC2=CC=C(C=C2)C(C(F)(F)F)(C(F)(F)F)O)C=C1 (2-(4-((4-(4-Aminobenzyl)piperidin-1-yl)methyl)phenyl)-1,1,1,3,3,3-hexafluoropropan-2-ol). Yield: 62.6%. RXN SMILES: [F:1][C:2]([F:33])([F:32])[C:3]([C:9]1[CH:14]=[CH:13][C:12]([CH2:15][N:16]2[CH2:21][CH2:20][C:19](=[CH:22][C:23]3[CH:28]=[CH:27][C:26]([N+:29]([O-])=O)=[CH:25][CH:24]=3)[CH2:18][CH2:17]2)=[CH:11][CH:10]=1)([OH:8])[C:4]([F:7])([F:6])[F:5].[H][H]>[Pd].C(OCC)(=O)C>[NH2:29][C:26]1[CH:25]=[CH:24][C:23]([CH2:22][CH:19]2[CH2:18][CH2:17][N:16]([CH2:15][C:12]3[CH:13]=[CH:14][C:9]([C:3]([OH:8])([C:4]([F:7])([F:5])[F:6])[C:2]([F:1])([F:32])[F:33])=[CH:10][CH:11]=3)[CH2:21][CH2:20]2)=[CH:28][CH:27]=1. Procedure: A stirred mixture of 1,1,1,3,3,3-hexafluoro-2-(4-((4-(4-nitrobenzylidene)piperidin-1-yl)methyl)phenyl)propan-2-ol (15.39 mmol, 7.3 g) and palladium on carbon (5%) (0.308 mmol, 0.328 g) in ethyl acetate was hydrogenated at 3 bar until the desired amount of hydrogen was consumed. The mixture was filtered through celite washing with ethyl acetate. The filtrate was concentrated under reduced pressure. The residue was chromatographed on silica (eluting with a gradient of dichloromethane to ethyl acet...